Dataset: the Open Reaction Database (ORD), a public repository of structured organic reaction records. Task: describe an organic reaction: reactants, conditions, products, and yield Run at time 18 hour. The yield is 40.0%. Solvent: CO (MeOH). Procedure details: 1-{2-[(3S,4S)-3-(Aminomethyl)-4-hydroxy-1-pyrrolidinyl]ethyl}-7-(methyloxy)-2(1H)-quinolinone (116 mg, 0.365 mmol) and 3-oxo-3,4-dihydro-2H-pyrido[3,2-b][1,4]oxazine-6-carboxaldehyde (for a synthesis see WO2003087098, Example 31(e)) (72 mg, 0.402 mmol) were combined in anhydrous DCM (5 ml) and anhydrous MeOH (1 ml) with a spatula of solid sodium carbonate. The reaction mixture was stirred under nitrogen for 18 h then sodium triacetoxyborohydride (243 mg, 1.1 mmol) was added and stirred for 1 h. ... Starting materials: NC[C@H]1CN(C[C@H]1O)CCN1C(C=CC2=CC=C(C=C12)OC)=O (1-{2-[(3S,4S)-3-(Aminomethyl)-4-hydroxy-1-pyrrolidinyl]ethyl}-7-(methyloxy)-2(1H)-quinolinone), C(C)(=O)O[BH-](OC(C)=O)OC(C)=O.[Na+] (sodium triacetoxyborohydride), C(Cl)Cl (DCM), O=C1NC2=C(OC1)C=CC(=N2)C=O (3-oxo-3,4-dihydro-2H-pyrido[3,2-b][1,4]oxazine-6-carboxaldehyde), C([O-])([O-])=O.[Na+].[Na+] (sodium carbonate). As a reaction SMILES: [NH2:1][CH2:2][C@@H:3]1[C@H:7]([OH:8])[CH2:6][N:5]([CH2:9][CH2:10][N:11]2[C:20]3[C:15](=[CH:16][CH:17]=[C:18]([O:21][CH3:22])[CH:19]=3)[CH:14]=[CH:13][C:12]2=[O:23])[CH2:4]1.[O:24]=[C:25]1[CH2:30][O:29][C:28]2[CH:31]=[CH:32][C:33]([CH:35]=O)=[N:34][C:27]=2[NH:26]1.C(=O)([O-])[O-].[Na+].[Na+].C(O[BH-](OC(=O)C)OC(=O)C)(=O)C.[Na+].C(Cl)[Cl:58]>CO>[ClH:58].[OH:8][C@@H:7]1[CH2:6][N:5]([CH2:9][CH2:10][N:11]2[C:20]3[C:15](=[CH:16][CH:17]=[C:18]([O:21][CH3:22])[CH:19]=3)[CH:14]=[CH:13][C:12]2=[O:23])[CH2:4][C@@H:3]1[CH2:2][NH:1][CH2:35][C:33]1[CH:32]=[CH:31][C:28]2[O:29][CH2:30][C:25](=[O:24])[NH:26][C:27]=2[N:34]=1 |f:2.3.4,5.6,9.10|. The product is Cl.O[C@H]1[C@H](CN(C1)CCN1C(C=CC2=CC=C(C=C12)OC)=O)CNCC=1C=CC=2OCC(NC2N1)=O (6-({[((3S,4S)-4-hydroxy-1-{2-[7-(methyloxy)-2-oxo-1(2H)-quinolinyl]ethyl}-3-pyrrolidinyl)methyl]amino}methyl)-2H-pyrido[3,2-b][1,4]oxazin-3(4H)-one hydrochloride). The reactants are CC(=O)c1ccc(Br)cc1, O=C([O-])[O-], Cc1ccccc1C, [Cl-], [K+], [K+], [NH4+], OB(O)c1ccccc1. The product is CC(=O)c1ccc(-c2ccccc2)cc1. As a reaction SMILES: [Br:1][c:2]1[cH:3][cH:4][c:5]([C:8]([CH3:9])=[O:10])[cH:6][cH:7]1.[C:20](=[O:21])([O-:22])[O-:23].[CH3:28][c:29]1[c:30]([CH3:31])[cH:32][cH:33][cH:34][cH:35]1.[Cl-:26].[K+:24].[K+:25].[NH4+:27].[OH:11][B:12]([OH:13])[c:14]1[cH:15][cH:16][cH:17][cH:18][cH:19]1>>[c:2]1(-[c:14]2[cH:15][cH:16][cH:17][cH:18][cH:19]2)[cH:3][cH:4][c:5]([C:8]([CH3:9])=[O:10])[cH:6][cH:7]1. Reactants: FC(C=1C=C(CN(C=2N=NN(N2)C)[C@@H]2C3=C(N(CCC2)CC2CC2)C(=C(C(=C3)C)C(F)(F)F)C)C=C(C1)C(F)(F)F)(F)F ((S)-(3,5-Bis-trifluoromethyl-benzyl)-(1-cyclopropylmethyl-7,9-dimethyl-8-trifluoromethyl-2,3,4,5-tetrahydro-1H-benzo[b]azepin-5-yl)-(2-methyl-2H-tetrazol-5-yl)-amine), Cl (HCl). Solvent: C(C)OCC (ethyl ether), CCOCC (ether). Product: Cl.FC(C=1C=C(CN(C=2N=NN(N2)C)[C@@H]2C3=C(N(CCC2)CC2CC2)C(=C(C(=C3)C)C(F)(F)F)C)C=C(C1)C(F)(F)F)(F)F ((S)-(3,5-Bis-trifluoromethyl-benzyl)-(1-cyclopropylmethyl-7,9-dimethyl-8-trifluoromethyl-2,3,4,5-tetrahydro-1H-benzo[b]azepin-5-yl)-(2-methyl-2H-tetrazol-5-yl)-amine hydrochloride). Reaction SMILES: [F:1][C:2]([F:43])([F:42])[C:3]1[CH:4]=[C:5]([CH:35]=[C:36]([C:38]([F:41])([F:40])[F:39])[CH:37]=1)[CH2:6][N:7]([C@H:14]1[CH2:20][CH2:19][CH2:18][N:17]([CH2:21][CH:22]2[CH2:24][CH2:23]2)[C:16]2[C:25]([CH3:34])=[C:26]([C:30]([F:33])([F:32])[F:31])[C:27]([CH3:29])=[CH:28][C:15]1=2)[C:8]1[N:9]=[N:10][N:11]([CH3:13])[N:12]=1.[ClH:44]>C(OCC)C>[ClH:44].[F:43][C:2]([F:1])([F:42])[C:3]1[CH:4]=[C:5]([CH:35]=[C:36]([C:38]([F:41])([F:40])[F:39])[CH:37]=1)[CH2:6][N:7]([C@H:14]1[CH2:20][CH2:19][CH2:18][N:17]([CH2:21][CH:22]2[CH2:24][CH2:23]2)[C:16]2[C:25]([CH3:34])=[C:26]([C:30]([F:31])([F:32])[F:33])[C:27]([CH3:29])=[CH:28][C:15]1=2)[C:8]1[N:9]=[N:10][N:11]([CH3:13])[N:12]=1 |f:3.4|. Reported procedure: Dissolve (S)-(3,5-Bis-trifluoromethyl-benzyl)-(1-cyclopropylmethyl-7,9-dimethyl-8-trifluoromethyl-2,3,4,5-tetrahydro-1H-benzo[b]azepin-5-yl)-(2-methyl-2H-tetrazol-5-yl)-amine (Example 148) (0.0210 g, 0.0338 mmol) in ethyl ether (0.5 mL). Add HCl in ether (1.0 N, 0.0338 mL). Evaporate the solvent and then triturate the residue with hexane to provide an off-white powder. MS (ES+): 621 (M+H). Reactants: N=C(c1ccccc1)c1ccccc1, ClCCl, Cl, NC(Cc1ccccc1)C(=O)O. Product: O=C(O)C(Cc1ccccc1)N=C(c1ccccc1)c1ccccc1. As a reaction SMILES: [C:14]([c:15]1[cH:16][cH:17][cH:18][cH:19][cH:20]1)([c:21]1[cH:22][cH:23][cH:24][cH:25][cH:26]1)=[NH:27].[CH2:28]([Cl:29])[Cl:30].[ClH:1].[NH2:2][CH:3]([CH2:4][c:5]1[cH:6][cH:7][cH:8][cH:9][cH:10]1)[C:11]([OH:12])=[O:13]>>[N:2]([CH:3]([CH2:4][c:5]1[cH:6][cH:7][cH:8][cH:9][cH:10]1)[C:11]([OH:12])=[O:13])=[C:14]([c:15]1[cH:16][cH:17][cH:18][cH:19][cH:20]1)[c:21]1[cH:22][cH:23][cH:24][cH:25][cH:26]1. Starting materials: Cl.O=C1N(C2=NC(=NC=C2N1)C=1C=NN2C1C=C(C=C2)C#N)[C@@H]2CNCCC2 ((S)-3-(8-oxo-9-(piperidin-3-yl)-8,9-dihydro-7H-purin-2-yl)pyrazolo[1,5-a]pyridine-5-carbonitrile hydrochloride), ClC(=O)OC (methyl chloroformate), CCN(C(C)C)C(C)C (DIPEA). The solvent is CN(C)C=O (DMF). Reaction conditions: time 8 hour. The product is C(#N)C1=CC=2N(C=C1)N=CC2C2=NC=C1NC(N(C1=N2)[C@@H]2CN(CCC2)C(=O)OC)=O ((S)-Methyl 3-(2-(5-cyanopyrazolo[1,5-a]pyridin-3-yl)-8-oxo-7H-purin-9(8H)-yl)piperidine-1-carboxylate). Yield: 33.1%. As a reaction SMILES: Cl.[O:2]=[C:3]1[NH:11][C:10]2[C:5](=[N:6][C:7]([C:12]3[CH:13]=[N:14][N:15]4[CH:20]=[CH:19][C:18]([C:21]#[N:22])=[CH:17][C:16]=34)=[N:8][CH:9]=2)[N:4]1[C@H:23]1[CH2:28][CH2:27][CH2:26][NH:25][CH2:24]1.Cl[C:30]([O:32][CH3:33])=[O:31].CCN(C(C)C)C(C)C>CN(C=O)C>[C:21]([C:18]1[CH:19]=[CH:20][N:15]2[N:14]=[CH:13][C:12]([C:7]3[N:6]=[C:5]4[C:10]([NH:11][C:3](=[O:2])[N:4]4[C@H:23]4[CH2:28][CH2:27][CH2:26][N:25]([C:30]([O:32][CH3:33])=[O:31])[CH2:24]4)=[CH:9][N:8]=3)=[C:16]2[CH:17]=1)#[N:22] |f:0.1|. Reported procedure: To a solution of example 6 (200 mg, 0.26 mmol) in DMF (2.6 mL), methyl chloroformate (27 mg, 0.28 mmol) and DIPEA (0.068 mL, 0.39 mmol) were added. The reaction mixture was stirred at room temperature overnight. The reaction mixture was evaporated under reduced pressure, dissolved in CH2Cl2, and washed thrice with saturated NaHCO3 aqueous solution. The combined organic phases were dried over MgSO4 and concentrated to dryness. The crude residue was chromatographed on a silica gel flash system (IS... The reactants are CC(C)NC[C@@H](COC=1C=CC(=CC1)CC(=O)N)O (S-atenolol), CC=1C=CC(=CC1)C(=O)O (p-toluic acid). Run in CC(=O)C (acetone). Conditions: time 10 hour. The product is CC(C)NC[C@@H](COC=1C=CC(=CC1)CC(=O)N)O.C1(=CC=C(C=C1)C(=O)[O-])C (S-atenolol p-toluate). Reaction SMILES: [CH3:1][CH:2]([NH:4][CH2:5][C@H:6]([OH:19])[CH2:7][O:8][C:9]1[CH:10]=[CH:11][C:12]([CH2:15][C:16]([NH2:18])=[O:17])=[CH:13][CH:14]=1)[CH3:3].[CH3:20][C:21]1[CH:22]=[CH:23][C:24]([C:27]([OH:29])=[O:28])=[CH:25][CH:26]=1>CC(C)=O>[CH3:3][CH:2]([NH:4][CH2:5][C@H:6]([OH:19])[CH2:7][O:8][C:9]1[CH:10]=[CH:11][C:12]([CH2:15][C:16]([NH2:18])=[O:17])=[CH:13][CH:14]=1)[CH3:1].[C:21]1([CH3:20])[CH:26]=[CH:25][C:24]([C:27]([O-:29])=[O:28])=[CH:23][CH:22]=1 |f:3.4|. Procedure details: The S-atenolol having an optical purity of 96.5% ee (10.77 g) thus obtained and p-toluic acid (5.54 g) are dissolved in acetone (1 liter) by heating with stirring and the mixture is sitrred at room temperature for 10 hours. The precipitated crystals are separated by filtration and the filtrate is concentrated under reduced pressure to give S-atenolol p-toluate having an optical purity of 98.5% ee (14.47 g). Reactants: OC1=CC=C(C=C1)C1C(C(C2=CC=CC=C12)=O)C(=O)OCC (ethyl(2RS,3SR)-3-(4-hydroxyphenyl)-1-oxoindane-2-carboxylate), N1C=NC=C1 (imidazole), C(C)(C)(C)[Si](Cl)(C)C (t-butyldimethylchloro-silane), Cl (HCl). Solvent: CN(C)C=O (DMF). Run at time 3 day. The product is O([Si](C)(C)C(C)(C)C)C1=CC=C(C=C1)C1C(C(C2=CC=CC=C12)=O)C(=O)OCC (Ethyl(2RS,3SR)-3-(4-t-Butyldimethylsiloxyphenyl)-1-oxoindane-2-carboxylate). Isolated yield 128.9%. As a reaction SMILES: [OH:1][C:2]1[CH:7]=[CH:6][C:5]([CH:8]2[C:16]3[C:11](=[CH:12][CH:13]=[CH:14][CH:15]=3)[C:10](=[O:17])[CH:9]2[C:18]([O:20][CH2:21][CH3:22])=[O:19])=[CH:4][CH:3]=1.N1C=CN=C1.[C:28]([Si:32]([CH3:35])([CH3:34])Cl)([CH3:31])([CH3:30])[CH3:29].Cl>CN(C=O)C>[O:1]([C:2]1[CH:3]=[CH:4][C:5]([CH:8]2[C:16]3[C:11](=[CH:12][CH:13]=[CH:14][CH:15]=3)[C:10](=[O:17])[CH:9]2[C:18]([O:20][CH2:21][CH3:22])=[O:19])=[CH:6][CH:7]=1)[Si:32]([C:28]([CH3:31])([CH3:30])[CH3:29])([CH3:35])[CH3:34]. Reported procedure: To a solution of ethyl(2RS,3SR)-3-(4-hydroxyphenyl)-1-oxoindane-2-carboxylate (3.0 g, 10.2 mmol) in DMF (10 ml) under an argon atmosphere were added imidazole (1.72 g, 25.3 mmol) and t-butyldimethylchloro-silane (1.82 g, 12.1 mmol). The resulting mixture was allowed to stir at room temperature for 3 d, then was poured into dilute aqueous HCl and extracted with EtOAc (2×). The combined organic extracts were washed successively with H2O, aqueous NaHCO3, H2O and saturated aqueous NaCl and dried. Th... The reactants are C1(=CC=CC=C1)[C@H](CNC(=S)N)C (N-[(2R)-2-phenylpropyl]thiourea), BrC(C(=O)O)C(C)C (2-bromo-3-methylbutyric acid). Product: C(C)(C)[C@H]1C(N=C(S1)NC[C@H](C)C1=CC=CC=C1)=O ((5S)-5-isopropyl-2-{[(2R)-2-phenylpropyl]amino}-1,3-thiazol-4(5H)-one). As a reaction SMILES: [C:1]1([C@@H:7]([CH3:13])[CH2:8][NH:9][C:10]([NH2:12])=[S:11])[CH:6]=[CH:5][CH:4]=[CH:3][CH:2]=1.Br[CH:15]([CH:19]([CH3:21])[CH3:20])[C:16](O)=[O:17]>>[CH:19]([C@@H:15]1[S:11][C:10]([NH:9][CH2:8][C@@H:7]([C:1]2[CH:6]=[CH:5][CH:4]=[CH:3][CH:2]=2)[CH3:13])=[N:12][C:16]1=[O:17])([CH3:21])[CH3:20]. Procedure: Synthesis was performed from N-[(2R)-2-phenylpropyl]thiourea and 2-bromo-3-methylbutyric acid according to Method D3. Reactants: COS(=O)(=O)OC, Cc1c(C#N)ccc(S)c1C#N, [Na+], [OH-], O. Product: CSc1ccc(C#N)c(C)c1C#N. Reaction SMILES: [CH3:15][O:16][S:17]([O:18][CH3:19])(=[O:20])=[O:21].[CH3:1][c:2]1[c:3]([C:11]#[N:12])[c:4]([SH:10])[cH:5][cH:6][c:7]1[C:8]#[N:9].[Na+:14].[OH-:13].[OH2:22]>>[CH3:1][c:2]1[c:3]([C:11]#[N:12])[c:4]([S:10][CH3:15])[cH:5][cH:6][c:7]1[C:8]#[N:9].